Dataset: the Open Reaction Database (ORD), a public repository of structured organic reaction records. Task: describe an organic reaction: reactants, conditions, products, and yield Starting materials: ClC1=C(C=CC(=C1)Cl)C1C2=C(N(C(CS1)=O)CC(=O)OC)N(N=C2C2=NC=CC=C2)C (methyl 2-[4-(2,4-dichlorophenyl)-1-methyl-7-oxo-3-(2-pyridyl)-4H-pyrazolo[3,4-e][1,4]thiazepin-8-yl]acetate), B.C1CCOC1 (borane THF), [OH-].[Na+] (NaOH), Cl (HCl). Solvent: C1CCOC1 (THF). Run at time 16 hour. Yields the product ClC1=C(C=CC(=C1)Cl)C1C2=C(N(CCS1)CC(=O)OC)N(N=C2C2=NC=CC=C2)C (methyl 2-[4-(2,4-dichlorophenyl)-1-methyl-3-(2-pyridyl)-6,7-dihydro-4H-pyrazolo[3,4-e][1,4]thiazepin-8-yl]acetate). The yield is 56.0%. RXN SMILES: [Cl:1][C:2]1[CH:7]=[C:6]([Cl:8])[CH:5]=[CH:4][C:3]=1[CH:9]1[S:15][CH2:14][C:13](=O)[N:12]([CH2:17][C:18]([O:20][CH3:21])=[O:19])[C:11]2[N:22]([CH3:31])[N:23]=[C:24]([C:25]3[CH:30]=[CH:29][CH:28]=[CH:27][N:26]=3)[C:10]1=2.B.C1COCC1.Cl.[OH-].[Na+]>C1COCC1>[Cl:1][C:2]1[CH:7]=[C:6]([Cl:8])[CH:5]=[CH:4][C:3]=1[CH:9]1[S:15][CH2:14][CH2:13][N:12]([CH2:17][C:18]([O:20][CH3:21])=[O:19])[C:11]2[N:22]([CH3:31])[N:23]=[C:24]([C:25]3[CH:30]=[CH:29][CH:28]=[CH:27][N:26]=3)[C:10]1=2 |f:1.2,4.5|. Procedure details: To a solution of methyl 2-[4-(2,4-dichlorophenyl)-1-methyl-7-oxo-3-(2-pyridyl)-4H-pyrazolo[3,4-e][1,4]thiazepin-8-yl]acetate (1.18 g, 2.5 mmol, Preparation #9) in anhydrous THF (50 mL) was added a solution of borane THF complex (9.90 mL, 1M in THF, 4 mmol, Acros), the resulting mixture was stirred at rt for about 16 h and then for about 4 h at about 50° C. After cooling to about 4° C., 6 M aqueous HCl (10 mL) was added dropwise and the mixture stirred for about 45 min at rt. Subsequently, the mi...